Dataset: the Open Reaction Database (ORD), a public repository of structured organic reaction records. Task: describe an organic reaction: reactants, conditions, products, and yield Starting materials: Brc1ccc2cnccc2c1, CN1CCCC1=O, N#C[Cu]. The product is N#Cc1ccc2cnccc2c1. Reaction SMILES: [Br:1][c:2]1[cH:3][c:4]2[cH:5][cH:6][n:7][cH:8][c:9]2[cH:10][cH:11]1.[CH3:15][N:16]1[CH2:17][CH2:18][CH2:19][C:20]1=[O:21].[Cu:12][C:13]#[N:14]>>[c:2]1([C:13]#[N:14])[cH:3][c:4]2[cH:5][cH:6][n:7][cH:8][c:9]2[cH:10][cH:11]1. The reactants are CC1(CCOC2=C1C=CC(=C2)C(C)=O)C (3,4-dihydro-4,4-dimethyl-7-acetyl-2H-1-benzopyran), [Mg] (magnesium), ice, C(C1=CC=CC=C1)Cl (benzyl chloride), [Mg] (magnesium), C1(=CC=C(C=C1)S(=O)(=O)O)C (p-toluenesulfonic acid). Run in CCOCC (ether), O (water), CCOCC (ether), C(C)(=O)O (acetic acid), CCOCC (ether). The product is CC1(CCOC2=C1C=CC(=C2)C(=CC2=CC=CC=C2)C)C (3,4-dihydro-4,4-dimethyl-7-(α-methylstyryl)-2H-1-benzopyran). Yield: 593.8%. RXN SMILES: [Mg].C(Cl)[C:3]1[CH:8]=[CH:7][CH:6]=[CH:5][CH:4]=1.[CH3:10][C:11]1([CH3:24])[C:16]2[CH:17]=[CH:18][C:19]([C:21](=O)[CH3:22])=[CH:20][C:15]=2[O:14][CH2:13][CH2:12]1.[C:25]1(C)C=CC(S(O)(=O)=O)=CC=1>CCOCC.C(O)(=O)C.O>[CH3:10][C:11]1([CH3:24])[C:16]2[CH:17]=[CH:18][C:19]([C:21]([CH3:25])=[CH:22][C:3]3[CH:8]=[CH:7][CH:6]=[CH:5][CH:4]=3)=[CH:20][C:15]=2[O:14][CH2:13][CH2:12]1. Procedure details: 1.7 g of magnesium shavings were covered with 10 ml of ether. A solution of 7.7 g of benzyl chloride in 80 ml of ether was added dropwise thereto under slight reflux and the mixture was subsequently held at boiling for an additional hour until the magnesium had dissolved completely. After cooling to room temperature, a solution of 7 g of 3,4-dihydro-4,4-dimethyl-7-acetyl-2H-1-benzopyran in 50 ml of ether was added dropwise and the reaction mixture was heated under reflux for an additional 2.5 ho...